From a dataset of the Open Reaction Database (ORD), a public repository of structured organic reaction records. describe an organic reaction: reactants, conditions, products, and yield Reactants: C(#N)C=1C(=C2CCN(C(C2=CC1)CCCC(=O)OCC)C(=O)OC(C)(C)C)C (1,1-dimethylethyl 6-cyano-1-[4-(ethyloxy)-4-oxobutyl]-5-methyl-3,4-dihydro-2(1H)-isoquinolinecarboxylate), Cl.NO (hydroxylamine hydrochloride), C([O-])(O)=O.[Na+] (sodium bicarbonate), Cl.NO (hydroxylamine hydrochloride), C([O-])(O)=O.[Na+] (sodium bicarbonate), Cl.NO (hydroxylamine hydrochloride), C([O-])(O)=O.[Na+] (sodium bicarbonate), Cl.NO (hydroxylamine hydrochloride), C([O-])(O)=O.[Na+] (sodium bicarbonate). Solvent: C(C)O (ethanol). Conditions: temperature 80 celsius, time 32 hour. The product is C(C)OC(CCCC1N(CCC2=C(C(=CC=C12)C(=N)NO)C)C(=O)OC(C)(C)C)=O (1,1-Dimethylethyl 1-[4-(ethyloxy)-4-oxobutyl]-6-[(hydroxyamino)(imino)methyl]-5-methyl-3,4-dihydro-2(1H)-isoquinolinecarboxylate). Isolated yield 86.4%. As a reaction SMILES: [C:1]([C:3]1[C:4]([CH3:28])=[C:5]2[C:10](=[CH:11][CH:12]=1)[CH:9]([CH2:13][CH2:14][CH2:15][C:16]([O:18][CH2:19][CH3:20])=[O:17])[N:8]([C:21]([O:23][C:24]([CH3:27])([CH3:26])[CH3:25])=[O:22])[CH2:7][CH2:6]2)#[N:2].Cl.[NH2:30][OH:31].C(=O)(O)[O-].[Na+]>C(O)C>[CH2:19]([O:18][C:16](=[O:17])[CH2:15][CH2:14][CH2:13][CH:9]1[C:10]2[C:5](=[C:4]([CH3:28])[C:3]([C:1]([NH:30][OH:31])=[NH:2])=[CH:12][CH:11]=2)[CH2:6][CH2:7][N:8]1[C:21]([O:23][C:24]([CH3:27])([CH3:26])[CH3:25])=[O:22])[CH3:20] |f:1.2,3.4|. Procedure: A mixture of 1,1-dimethylethyl 6-cyano-1-[4-(ethyloxy)-4-oxobutyl]-5-methyl-3,4-dihydro-2(1H)-isoquinolinecarboxylate (Preparation 26; 533 mg, 1.38 mmol), hydroxylamine hydrochloride (575 mg, 8.27 mmol) and sodium bicarbonate (695 mg, 8.27 mmol) in ethanol (15 ml) was stirred at 80° C. for 32 h. More hydroxylamine hydrochloride and sodium bicarbonate (3 equivalent of each) were added, and heating was continued at 80° C. overnight. More hydroxylamine hydrochloride and sodium bicarbonate (3 equiva... Starting materials: C1(CCC1)C=1SC=C(N1)/C=C/C=1C=C(C=CC1)N ((E)-3-[2-[2-cyclobutyl-4-thiazolyl]ethenyl]phenylamine), C1(CC=2C(C(=O)O1)=CC=CC2)=O (homophthalic anhydride). The solvent is C1(=CC=CC=C1)C (toluene). The product is C1(CCC1)C=1SC=C(N1)/C=C/C=1C=C(C=CC1)NC(CC1=C(C(=O)O)C=CC=C1)=O ((E)-2-[2-[3-[2-(2-cyclobutyl-4-thiazolyl)ethenyl]phenylamino]-2-oxoethyl]benzoic acid). The yield is 47.1%. RXN SMILES: [CH:1]1([C:5]2[S:6][CH:7]=[C:8](/[CH:10]=[CH:11]/[C:12]3[CH:13]=[C:14]([NH2:18])[CH:15]=[CH:16][CH:17]=3)[N:9]=2)[CH2:4][CH2:3][CH2:2]1.[C:19]1(=[O:30])[O:25][C:23](=[O:24])[C:22]2=[CH:26][CH:27]=[CH:28][CH:29]=[C:21]2[CH2:20]1>C1(C)C=CC=CC=1>[CH:1]1([C:5]2[S:6][CH:7]=[C:8](/[CH:10]=[CH:11]/[C:12]3[CH:13]=[C:14]([NH:18][C:19](=[O:30])[CH2:20][C:21]4[CH:29]=[CH:28][CH:27]=[CH:26][C:22]=4[C:23]([OH:25])=[O:24])[CH:15]=[CH:16][CH:17]=3)[N:9]=2)[CH2:4][CH2:3][CH2:2]1. Procedure details: A mixture of 0.13 g of (E)-3-[2-[2-cyclobutyl-4-thiazolyl]ethenyl]phenylamine, 0.094 g of homophthalic anhydride and 10 ml of toluene was heated on a steam bath for 1 hr and then allowed to cool to room temperature. Filtration of the reaction mixture yielded 0.1 g of (E)-2-[2-[3-[2-(2-cyclobutyl-4-thiazolyl)ethenyl]phenylamino]-2-oxoethyl]benzoic acid; m.p. 198°-199° C. from acetonitrile.